From a dataset of the Open Reaction Database (ORD), a public repository of structured organic reaction records. describe an organic reaction: reactants, conditions, products, and yield Reaction SMILES: [CH2:1]([N:4]1[CH:8]=[C:7]([CH2:9][Si:10]([CH3:13])([CH3:12])[CH3:11])[N:6]=[N:5]1)[CH2:2][CH3:3].[I:14][CH3:15]>C(#N)C>[I-:14].[CH3:15][N+:6]1[C:7]([CH2:9][Si:10]([CH3:11])([CH3:13])[CH3:12])=[CH:8][N:4]([CH2:1][CH2:2][CH3:3])[N:5]=1 |f:3.4|. Run in C(C)#N (ACN). Reported procedure: 1-propyl-4-((trimethylsilyl)methyl)-1H-1,2,3-triazole and excess iodomethane were added to a vial. The reaction was heated for 19.5 hours and 5 mL ACN was added. The reaction was heated for another 2 hours. The precipitate was filtered, rinsed with ether and dried in vacuo overnight. The following 3-methyl-1-propyl-4-((trimethylsilyl)methyl)-1H-1,2,3-triazol-3-ium iodide structure was confirmed: Yields the product [I-].C[N+]1=NN(C=C1C[Si](C)(C)C)CCC (3-methyl-1-propyl-4-((trimethylsilyl)methyl)-1H-1,2,3-triazol-3-ium iodide). Reactants: C(CC)N1N=NC(=C1)C[Si](C)(C)C (1-propyl-4-((trimethylsilyl)methyl)-1H-1,2,3-triazole), IC (iodomethane). Yields the product C(C)N1CC2=C(C=CC(C2CC1)Br)[N+](=O)[O-] (N-ethyl-5-bromo-8-nitrotetrahydroisoquinoline). Procedure: A solution of 5-bromo-8-nitroisoquinoline (1 g, 3.95 mmol) in 20 mL THF was cooled to 0° C. and treated sequentially with sodium borohydride (0.75 g, 19.83 mmol) followed by the slow addition of acetic acid (20 mL). The reaction mixture was allowed to warm to room temperature, and an additional 2 equiv. of sodium borohydride was added. After quenching with water and treatment with sodium hydroxide solution to make basic, the reaction mixture was extracted with ethyl acetate. The organic residue ... The reactants are [BH4-].[Na+] (sodium borohydride), BrC1=C2C=CN=CC2=C(C=C1)[N+](=O)[O-] (5-bromo-8-nitroisoquinoline), C(C)(=O)O (acetic acid), [BH4-].[Na+] (sodium borohydride). The solvent is C1CCOC1 (THF). Isolated yield 70.0%. As a reaction SMILES: [Br:1][C:2]1[CH:11]=[CH:10][C:9]([N+:12]([O-:14])=[O:13])=[C:8]2[C:3]=1[CH:4]=[CH:5][N:6]=[CH:7]2.[BH4-].[Na+].[C:17](O)(=O)[CH3:18]>C1COCC1>[CH2:17]([N:6]1[CH2:5][CH2:4][CH:3]2[C:8](=[C:9]([N+:12]([O-:14])=[O:13])[CH:10]=[CH:11][CH:2]2[Br:1])[CH2:7]1)[CH3:18] |f:1.2|. The yield is 98.6%. Starting materials: COCCN (2-Methoxyethylamine), Cl.ClC=1C=C(C=CC1)[C@H](CNC1CC(CCC1)C1=CC=C(C=C1)OCC(=O)OCC)O ((1R)-1-(3-chlorophenyl)-2-[3-(4-ethoxycarbonylmethoxyphenyl) cyclohexylamino]ethanol hydrochloride). As a reaction SMILES: [CH3:1][O:2][CH2:3][CH2:4][NH2:5].Cl.[Cl:7][C:8]1[CH:9]=[C:10]([C@@H:14]([OH:36])[CH2:15][NH:16][CH:17]2[CH2:22][CH2:21][CH2:20][CH:19]([C:23]3[CH:28]=[CH:27][C:26]([O:29][CH2:30][C:31](OCC)=[O:32])=[CH:25][CH:24]=3)[CH2:18]2)[CH:11]=[CH:12][CH:13]=1>>[Cl:7][C:8]1[CH:9]=[C:10]([C@@H:14]([OH:36])[CH2:15][NH:16][CH:17]2[CH2:22][CH2:21][CH2:20][CH:19]([C:23]3[CH:28]=[CH:27][C:26]([O:29][CH2:30][C:31]([NH:5][CH2:4][CH2:3][O:2][CH3:1])=[O:32])=[CH:25][CH:24]=3)[CH2:18]2)[CH:11]=[CH:12][CH:13]=1 |f:1.2|. Run at time 71 hour. Yields the product ClC=1C=C(C=CC1)[C@H](CNC1CC(CCC1)C1=CC=C(OCC(=O)NCCOC)C=C1)O ((2R)-2-[4-[3-[2-(3-chlorophenyl)-2-hydroxyethylamino]cyclohexyl]phenoxy]-N-(2-methoxyethyl) acetamide). Reported procedure: 2-Methoxyethylamine (320 mg) was added to the (1R)-1-(3-chlorophenyl)-2-[3-(4-ethoxycarbonylmethoxyphenyl) cyclohexylamino]ethanol hydrochloride (trans-H) obtained in Example 28 (100 mg), and the mixture was stirred at room temperature for 71 hours. The reaction solution was separated and purified by silica gel column chromatography (chloroform:methanol=10:1) to obtain 97 mg of (2R)-2-[4-[3-[2-(3-chlorophenyl)-2-hydroxyethylamino]cyclohexyl]phenoxy]-N-(2-methoxyethyl) acetamide (90% yield).